From a dataset of the Open Reaction Database (ORD), a public repository of structured organic reaction records. describe an organic reaction: reactants, conditions, products, and yield The reactants are Cl (HCl), one, C1(CCCC2=CC=CC=C12)=O (1-tetralone), C[O-].[Na+] (sodium methoxide), CO (methanol), FC(C(=O)OCC)(F)F (ethyl trifluoroacetate). The solvent is CCOCC (ether), CCOCC (ether). Product: FC(C(=O)C1C(C2=CC=CC=C2CC1)=O)(F)F (2-trifluoroacetyl-1tetralone). Isolated yield 66.1%. Reaction SMILES: [F:1][C:2]([F:9])([F:8])[C:3]([O:5]CC)=O.C[O-].[Na+].CO.[C:15]1(=[O:25])[C:24]2[C:19](=[CH:20][CH:21]=[CH:22][CH:23]=2)[CH2:18][CH2:17][CH2:16]1.Cl>CCOCC>[F:9][C:2]([F:1])([F:8])[C:3]([CH:16]1[CH2:17][CH2:18][C:19]2[C:24](=[CH:23][CH:22]=[CH:21][CH:20]=2)[C:15]1=[O:25])=[O:5] |f:1.2|. Reported procedure: A 250 mL one necked round bottomed flask equipped with a reflux condenser, nitrogen inlet and provisions for magnetic stirring was charged with ethyl trifluoroacetate (28.4 g, 0.2 mol) and 75 mL of ether. To this solution was added 48 mL of 25% sodium methoxide in methanol (0.21 mol). A solution of 1-tetralone (29.2 g, 0.2 mol) in 50 mL of ether was then added over about 5 min. The reaction mixture was then stirred at room temperature for 14 h and then was diluted wih 100 mL of 3N HCl. The phase...